This data is from the Open Reaction Database (ORD), a public repository of structured organic reaction records. The task is: describe an organic reaction: reactants, conditions, products, and yield Starting materials: NC=1C2=CC=CC=C2N=C2CCCC(C12)=O (9-amino-3,4-dihydroacridin-1(2H)-one), C[Li] (CH3Li). The solvent is CCOCC (ether), O1CCCC1 (tetrahydrofuran). Conditions: time 8 hour. The product is NC=1C2=CC=CC=C2N=C2CCCC(C12)(O)C (9-Amino-1-methyl-1,2,3,4-tetrahydroacridin-1-ol). RXN SMILES: [NH2:1][C:2]1[C:3]2[C:8]([N:9]=[C:10]3[C:15]=1[C:14](=[O:16])[CH2:13][CH2:12][CH2:11]3)=[CH:7][CH:6]=[CH:5][CH:4]=2.[CH3:17][Li]>O1CCCC1.CCOCC>[NH2:1][C:2]1[C:3]2[C:8]([N:9]=[C:10]3[C:15]=1[C:14]([CH3:17])([OH:16])[CH2:13][CH2:12][CH2:11]3)=[CH:7][CH:6]=[CH:5][CH:4]=2. Procedure: In 100 ml of dry tetrahydrofuran was suspended 5.00 g of 9-amino-3,4-dihydroacridin-1(2H)-one at ice temperature and 78 ml (4 eq) of 1.2M CH3Li solution in ether was added thereto at such a rate as to avoid bubbling. The reaction mixture was stirred overnight as it warmed to ambient temperature. The next day 20 ml more of the CH3Li solution was added to drive the reaction to a completion. After 0.5 hour the reaction was quenched with excess water and 4.97 g of the precipitate was collected and a... Starting materials: CC(C)(C)OC(=O)CCNC(=O)c1ccc(CCC2C=C(c3ccccc3)C=CC2(Br)OC(F)(F)F)cc1, C[Sn](C)(C)C, CN(C)C=O, c1ccc(P(c2ccccc2)(c2ccccc2)[Pd](P(c2ccccc2)(c2ccccc2)c2ccccc2)(P(c2ccccc2)(c2ccccc2)c2ccccc2)P(c2ccccc2)(c2ccccc2)c2ccccc2)cc1. Yields the product CC(C)(C)OC(=O)CCNC(=O)c1ccc(CCC2C=C(c3ccccc3)C=CC2(C)OC(F)(F)F)cc1. Reaction SMILES: [Br:6][C:7]1([O:39][C:40]([F:41])([F:42])[F:43])[CH:8]([CH2:19][CH2:20][c:21]2[cH:22][cH:23][c:24]([C:25](=[O:26])[NH:27][CH2:28][CH2:29][C:30](=[O:31])[O:32][C:33]([CH3:34])([CH3:35])[CH3:36])[cH:37][cH:38]2)[CH:9]=[C:10]([c:13]2[cH:14][cH:15][cH:16][cH:17][cH:18]2)[CH:11]=[CH:12]1.[CH3:1][Sn:2]([CH3:3])([CH3:4])[CH3:5].[O:44]=[CH:45][N:46]([CH3:47])[CH3:48].[cH:49]1[cH:50][cH:51][c:52]([P:53]([Pd:54]([P:55]([c:56]2[cH:57][cH:58][cH:59][cH:60][cH:61]2)([c:62]2[cH:63][cH:64][cH:65][cH:66][cH:67]2)[c:68]2[cH:69][cH:70][cH:71][cH:72][cH:73]2)([P:74]([c:75]2[cH:76][cH:77][cH:78][cH:79][cH:80]2)([c:81]2[cH:82][cH:83][cH:84][cH:85][cH:86]2)[c:87]2[cH:88][cH:89][cH:90][cH:91][cH:92]2)[P:93]([c:94]2[cH:95][cH:96][cH:97][cH:98][cH:99]2)([c:100]2[cH:101][cH:102][cH:103][cH:104][cH:105]2)[c:106]2[cH:107][cH:108][cH:109][cH:110][cH:111]2)([c:112]2[cH:113][cH:114][cH:115][cH:116][cH:117]2)[c:118]2[cH:119][cH:120][cH:121][cH:122][cH:123]2)[cH:124][cH:125]1>>[CH3:1][C:7]1([O:39][C:40]([F:41])([F:42])[F:43])[CH:8]([CH2:19][CH2:20][c:21]2[cH:22][cH:23][c:24]([C:25](=[O:26])[NH:27][CH2:28][CH2:29][C:30](=[O:31])[O:32][C:33]([CH3:34])([CH3:35])[CH3:36])[cH:37][cH:38]2)[CH:9]=[C:10]([c:13]2[cH:14][cH:15][cH:16][cH:17][cH:18]2)[CH:11]=[CH:12]1. Starting materials: BrBr (bromine), C(C)(=O)C1=CC=2C3(C4=CC=CC=C4C2C=C1)C1=CC=CC=C1C=1C=CC(=CC13)C(C)=O (2,2'-diacetyl-9,9'-spirobifluorene), S(=O)(O)[O-].[Na+] (sodium hydrogen sulfite), [OH-].[Na+] (sodium hydroxide). Solvent: O1CCOCC1 (dioxane), O (water), O (water). Yields the product C1=C(C=CC=2C3=CC=CC=C3C3(C12)C1=CC=CC=C1C=1C=CC(=CC13)C(=O)O)C(=O)O (9,9'-spirobifluorene-2,2'-dicarboxylic acid). RXN SMILES: BrBr.[C:3]([C:6]1[CH:18]=[CH:17][C:16]2[C:15]3[C:10](=[CH:11][CH:12]=[CH:13][CH:14]=3)[C:9]3([C:30]4[CH:29]=[C:28]([C:31](=[O:33])C)[CH:27]=[CH:26][C:25]=4[C:24]4[C:19]3=[CH:20][CH:21]=[CH:22][CH:23]=4)[C:8]=2[CH:7]=1)(=[O:5])C.[OH-:34].[Na+].S([O-])(O)=[O:37].[Na+]>O.O1CCOCC1>[CH:29]1[C:30]2[C:9]3([C:8]4[CH:7]=[C:6]([C:3]([OH:5])=[O:34])[CH:18]=[CH:17][C:16]=4[C:15]4[C:10]3=[CH:11][CH:12]=[CH:13][CH:14]=4)[C:19]3[C:24](=[CH:23][CH:22]=[CH:21][CH:20]=3)[C:25]=2[CH:26]=[CH:27][C:28]=1[C:31]([OH:33])=[O:37] |f:2.3,4.5|. Reported procedure: First 7.2 g of bromine and then a solution of 3.0 g of 2,2'-diacetyl-9,9'-spirobifluorene in a little dioxane are added dropwise at 0° C. while stirring to a solution of 6.0 g of sodium hydroxide in 30 ml of water. After stirring for a further hour at room temperature, the clear yellow solution is admixed with 1 g of sodium hydrogen sulfite dissolved in 20 ml of water. After acidification with concentrated hydrochloric acid, the precipitated colorless product is filtered off and washed with a li... Reactants: 3.01c, 3.01c, BrC=1C=C(C=NC1)C=O (5-bromo-pyridine-3-carboxaldehyde), Cl.C1(CCCCC1)NC(=O)C1CCNCC1 (piperidine-4-carboxylic acid cyclohexylamide hydrochloride). The product is C1(CCCCC1)NC(=O)C1CCN(CC1)CC=1C=NC=C(C1)Br (1-(5-Bromo-pyridin-3-ylmethyl)-piperidine-4-carboxylic acid cyclohexylamide). As a reaction SMILES: [Br:1][C:2]1[CH:3]=[C:4]([CH:8]=O)[CH:5]=[N:6][CH:7]=1.Cl.[CH:11]1([NH:17][C:18]([CH:20]2[CH2:25][CH2:24][NH:23][CH2:22][CH2:21]2)=[O:19])[CH2:16][CH2:15][CH2:14][CH2:13][CH2:12]1>>[CH:11]1([NH:17][C:18]([CH:20]2[CH2:21][CH2:22][N:23]([CH2:8][C:4]3[CH:5]=[N:6][CH:7]=[C:2]([Br:1])[CH:3]=3)[CH2:24][CH2:25]2)=[O:19])[CH2:12][CH2:13][CH2:14][CH2:15][CH2:16]1 |f:1.2|. Procedure details: The title compound is prepared according to the reaction 3.01c described above using 5-bromo-pyridine-3-carboxaldehyde and piperidine-4-carboxylic acid cyclohexylamide hydrochloride as in 3.01c: LC-MS A: tR=0.58 min; [M+H]+=380.19.